This data is from the Open Reaction Database (ORD), a public repository of structured organic reaction records. The task is: describe an organic reaction: reactants, conditions, products, and yield Starting materials: NCCCCN1C=NC=2C(=NC=3C=CC=CC3C21)N (1-(4-aminobutyl)-1H-imidazo[4,5-c]quinolin-4-amine), Cl.C(C1=CN=CC=C1)(=O)Cl (nicotinoyl chloride hydrochloride). Yields the product NC1=NC=2C=CC=CC2C2=C1N=CN2CCCCNC(C2=CN=CC=C2)=O (N3-[4-(4-amino-1H-imidazo[4,5-c]quinolin-1-yl)butyl]nicotinamide). Reaction SMILES: [NH2:1][CH2:2][CH2:3][CH2:4][CH2:5][N:6]1[C:18]2[C:17]3[CH:16]=[CH:15][CH:14]=[CH:13][C:12]=3[N:11]=[C:10]([NH2:19])[C:9]=2[N:8]=[CH:7]1.Cl.[C:21](Cl)(=[O:28])[C:22]1[CH:27]=[CH:26][CH:25]=[N:24][CH:23]=1>>[NH2:19][C:10]1[C:9]2[N:8]=[CH:7][N:6]([CH2:5][CH2:4][CH2:3][CH2:2][NH:1][C:21](=[O:28])[C:22]3[CH:27]=[CH:26][CH:25]=[N:24][CH:23]=3)[C:18]=2[C:17]2[CH:16]=[CH:15][CH:14]=[CH:13][C:12]=2[N:11]=1 |f:1.2|. Procedure details: According to the general method of Example 14, 1-(4-aminobutyl)-1H-imidazo[4,5-c]quinolin-4-amine and nicotinoyl chloride hydrochloride were combined to provide N3-[4-(4-amino-1H-imidazo[4,5-c]quinolin-1-yl)butyl]nicotinamide as a white powder, m.p. 188.6-189.5° C. 1H NMR (300 MHz, DMSO-d6) δ 8.95 (dd, J=2.2, 0.7 Hz, 1H), 8.70-8.65 (m, 2H), 8.22 (s, 1H), 8.11 (dt, J=8.3, 2.0 Hz, 1H), 8.04 (dd, J=8.2, 0.9 Hz, 1H), 7.61 (dd, J=8.3, 1.1 Hz, 1H), 7.50-7.39 (m, 2H), 7.23-7.18 (m, 1H), 6.58 (broad s, ... Reported procedure: A mixture of 2-(benzo[b]thiophen-3-yl)-2-(3-fluorophenylamino)acetic acid (I40) (677 mg, 2.25 mmol), (R)-quinuclidin-3-ol (343 mg, 2.70 mmol), HOBT (413 mg, 2.70 mmol), and DCC (556 mg, 2.70 mmol) in THF (20 ml) was stirred at room temperature overnight. THF was evaporated, and the crude product was partitioned between EtOAc and 1M K2CO3. The organic phase was dried over Na2SO4, filtered and evaporated to dryness. The crude product was purified by flash chromatography (DCM/MeOH=98/2 to 95/5) to ... The reactants are S1C2=C(C(=C1)C(C(=O)O)NC1=CC(=CC=C1)F)C=CC=C2 (2-(benzo[b]thiophen-3-yl)-2-(3-fluorophenylamino)acetic acid), N12C[C@@H](C(CC1)CC2)O ((R)-quinuclidin-3-ol), C=1C=CC2=C(C1)N=NN2O (HOBT), C1CCC(CC1)N=C=NC2CCCCC2 (DCC). Run in C1CCOC1 (THF). Reaction conditions: time 8 hour. RXN SMILES: [S:1]1[CH:5]=[C:4]([CH:6]([NH:10][C:11]2[CH:16]=[CH:15][CH:14]=[C:13]([F:17])[CH:12]=2)[C:7]([OH:9])=[O:8])[C:3]2[CH:18]=[CH:19][CH:20]=[CH:21][C:2]1=2.[N:22]12[CH2:29][CH2:28][CH:25]([CH2:26][CH2:27]1)[C@@H:24](O)[CH2:23]2.C1C=CC2N(O)N=NC=2C=1.C1CCC(N=C=NC2CCCCC2)CC1>C1COCC1>[S:1]1[CH:5]=[C:4]([CH:6]([NH:10][C:11]2[CH:16]=[CH:15][CH:14]=[C:13]([F:17])[CH:12]=2)[C:7]([O:9][C@@H:24]2[CH:25]3[CH2:28][CH2:29][N:22]([CH2:27][CH2:26]3)[CH2:23]2)=[O:8])[C:3]2[CH:18]=[CH:19][CH:20]=[CH:21][C:2]1=2. The product is S1C2=C(C(=C1)C(C(=O)O[C@H]1CN3CCC1CC3)NC3=CC(=CC=C3)F)C=CC=C2 ((R)-quinuclidin-3-yl 2-(benzo[b]thiophen-3-yl)-2-(3-fluorophenylamino)acetate). Isolated yield 45.6%. Reaction SMILES: [C:19]([CH3:20])([CH3:21])([CH3:22])[c:23]1[cH:24][c:25]2[cH:26][cH:27][c:28]([CH2:38][CH2:39][CH:40]=[O:41])[c:29]([CH2:33][O:34][SiH:35]([CH3:36])[CH3:37])[c:30]2[cH:31][cH:32]1.[C:8]([BH3-:9])#[N:10].[CH2:1]([CH2:2][CH3:3])[NH:4][CH2:5][CH2:6][CH3:7].[CH3:42][OH:43].[CH:12]([O:13][CH3:14])([O:15][CH3:16])[O:17][CH3:18].[Na+:11]>>[CH2:1]([CH2:2][CH3:3])[N:4]([CH2:5][CH2:6][CH3:7])[CH2:40][CH2:39][CH2:38][c:28]1[cH:27][cH:26][c:25]2[cH:24][c:23]([C:19]([CH3:20])([CH3:21])[CH3:22])[cH:32][cH:31][c:30]2[c:29]1[CH2:33][O:34][SiH:35]([CH3:36])[CH3:37]. The reactants are C[SiH](C)OCc1c(CCC=O)ccc2cc(C(C)(C)C)ccc12, [BH3-]C#N, CCCNCCC, CO, COC(OC)OC, [Na+]. Yields the product CCCN(CCC)CCCc1ccc2cc(C(C)(C)C)ccc2c1CO[SiH](C)C.